Dataset: the Open Reaction Database (ORD), a public repository of structured organic reaction records. Task: describe an organic reaction: reactants, conditions, products, and yield Starting materials: CO, CCOc1ccc(C(=O)OC)cc1Cl, [Na+], [OH-]. Yields the product CCOc1ccc(C(=O)O)cc1Cl. Reaction SMILES: [CH3:17][OH:18].[Cl:1][c:2]1[cH:3][c:4]([C:5](=[O:6])[O:7][CH3:8])[cH:9][cH:10][c:11]1[O:12][CH2:13][CH3:14].[Na+:16].[OH-:15]>>[Cl:1][c:2]1[cH:3][c:4]([C:5](=[O:6])[OH:7])[cH:9][cH:10][c:11]1[O:12][CH2:13][CH3:14]. The reactants are O=C([O-])[O-], Cc1ncoc1C=O, Cl, [K+], [K+], NO, O. The product is Cc1ncoc1C=NO. RXN SMILES: [C:12](=[O:13])([O-:14])[O-:15].[CH3:1][c:2]1[n:3][cH:4][o:5][c:6]1[CH:7]=[O:8].[ClH:9].[K+:16].[K+:17].[NH2:10][OH:11].[OH2:18]>>[CH3:1][c:2]1[n:3][cH:4][o:5][c:6]1[CH:7]=[N:10][OH:11].